Task: describe an organic reaction: reactants, conditions, products, and yield. Dataset: the Open Reaction Database (ORD), a public repository of structured organic reaction records Reactants: FC1=C(C=C(C=C1)OC)C=1C(=CC(=NC1)CO)OCC(C)C ((5-(2-fluoro-5-methoxyphenyl)-4-isobutoxypyridin-2-yl)methanol), C1(CC1)C(CC(=O)OC)C1=CC(=CC=C1)O (methyl 3-cyclopropyl-3-(3-hydroxyphenyl)propanoate), N(=NC(=O)N1CCCCC1)C(=O)N1CCCCC1 (1,1′-(azodicarbonyl)dipiperidine), C(CCC)P(CCCC)CCCC (tributylphosphine). The solvent is C1(=CC=CC=C1)C (toluene), CCCCCC.C(C)(=O)OCC (Hexane ethyl acetate). Run at time 8 hour. Product: C1(CC1)C(CC(=O)OC)C1=CC(=CC=C1)OCC1=NC=C(C(=C1)OCC(C)C)C1=C(C=CC(=C1)OC)F (methyl 3-cyclopropyl-3-(3-((5-(2-fluoro-5-methoxyphenyl)-4-isobutoxypyridin-2-yl)methoxy)phenyl)propanoate). Yield: 84.9%. Reaction SMILES: [F:1][C:2]1[CH:7]=[CH:6][C:5]([O:8][CH3:9])=[CH:4][C:3]=1[C:10]1[C:11]([O:18][CH2:19][CH:20]([CH3:22])[CH3:21])=[CH:12][C:13]([CH2:16][OH:17])=[N:14][CH:15]=1.[CH:23]1([CH:26]([C:32]2[CH:37]=[CH:36][CH:35]=[C:34](O)[CH:33]=2)[CH2:27][C:28]([O:30][CH3:31])=[O:29])[CH2:25][CH2:24]1.N(C(N1CCCCC1)=O)=NC(N1CCCCC1)=O.C(P(CCCC)CCCC)CCC>C1(C)C=CC=CC=1.CCCCCC.C(OCC)(=O)C>[CH:23]1([CH:26]([C:32]2[CH:33]=[CH:34][CH:35]=[C:36]([O:17][CH2:16][C:13]3[CH:12]=[C:11]([O:18][CH2:19][CH:20]([CH3:22])[CH3:21])[C:10]([C:3]4[CH:4]=[C:5]([O:8][CH3:9])[CH:6]=[CH:7][C:2]=4[F:1])=[CH:15][N:14]=3)[CH:37]=2)[CH2:27][C:28]([O:30][CH3:31])=[O:29])[CH2:24][CH2:25]1 |f:5.6|. Reported procedure: Under a nitrogen atmosphere, to a solution of (5-(2-fluoro-5-methoxyphenyl)-4-isobutoxypyridin-2-yl)methanol (214 mg) and methyl 3-cyclopropyl-3-(3-hydroxyphenyl)propanoate (155 mg) in toluene (10 mL) were added 1,1′-(azodicarbonyl)dipiperidine (283 mg) and tributylphosphine (280 μL), and the mixture was stirred at room temperature overnight. Hexane/ethyl acetate (1:1) was added to the reaction mixture, and the resulting precipitate was filtered off. The solvent in the filtrate was evaporated un... Reactants: O=C([O-])[O-], Cc1c(-c2ccc(=O)[nH]c2)cccc1[N+](=O)[O-], CI, [K+], [K+], CN(C)C=O. Yields the product Cc1c(-c2ccc(=O)n(C)c2)cccc1[N+](=O)[O-]. Reaction SMILES: [C:18](=[O:19])([O-:20])[O-:21].[CH3:1][c:2]1[c:3](-[c:11]2[cH:12][cH:13][c:14](=[O:17])[nH:15][cH:16]2)[cH:4][cH:5][cH:6][c:7]1[N+:8](=[O:9])[O-:10].[I:24][CH3:25].[K+:22].[K+:23].[O:26]=[CH:27][N:28]([CH3:29])[CH3:30]>>[CH3:1][c:2]1[c:3](-[c:11]2[cH:12][cH:13][c:14](=[O:17])[n:15]([CH3:18])[cH:16]2)[cH:4][cH:5][cH:6][c:7]1[N+:8](=[O:9])[O-:10]. The reactants are O=C([O-])O, CCI, CN(C)C=O, [Na+], O=C(O)c1ccc(OCCCCCCc2cccc(O)c2O)cc1O. The product is CCOC(=O)c1ccc(OCCCCCCc2cccc(O)c2O)cc1O. RXN SMILES: [C:26](=[O:27])([OH:28])[O-:29].[CH2:31]([CH3:32])[I:33].[CH3:34][N:35]([CH3:36])[CH:37]=[O:38].[Na+:30].[OH:1][c:2]1[c:3]([CH2:9][CH2:10][CH2:11][CH2:12][CH2:13][CH2:14][O:15][c:16]2[cH:17][c:18]([OH:25])[c:19]([C:20](=[O:21])[OH:22])[cH:23][cH:24]2)[cH:4][cH:5][cH:6][c:7]1[OH:8]>>[OH:1][c:2]1[c:3]([CH2:9][CH2:10][CH2:11][CH2:12][CH2:13][CH2:14][O:15][c:16]2[cH:17][c:18]([OH:25])[c:19]([C:20]([O:21][CH2:31][CH3:32])=[O:22])[cH:23][cH:24]2)[cH:4][cH:5][cH:6][c:7]1[OH:8].